From a dataset of the Open Reaction Database (ORD), a public repository of structured organic reaction records. describe an organic reaction: reactants, conditions, products, and yield Reactants: OCC1=NN2C(NC=3C=CC=CC3C2=C1)=O (2-(Hydroxymethyl)pyrazolo[1,5-c]quinazolin-5(6H)-one), C(C)(=O)O (acetic acid). Run in C(C)(=O)OCC (ethyl acetate). The product is C(C)(=O)OCC1=NN2C(NC=3C=CC=CC3C2=C1)=O (2-[(Acetyloxy)methyl]pyrazolo[1,5-c]quinazolin-5(6H)-one). Reaction SMILES: [OH:1][CH2:2][C:3]1[CH:15]=[C:14]2[N:5]([C:6](=[O:16])[NH:7][C:8]3[CH:9]=[CH:10][CH:11]=[CH:12][C:13]=32)[N:4]=1.[C:17](O)(=[O:19])[CH3:18]>C(OCC)(=O)C>[C:17]([O:1][CH2:2][C:3]1[CH:15]=[C:14]2[N:5]([C:6](=[O:16])[NH:7][C:8]3[CH:9]=[CH:10][CH:11]=[CH:12][C:13]=32)[N:4]=1)(=[O:19])[CH3:18]. Procedure: Three grams (0.014 mole) of the product of Example 3 [2-(Hydroxymethyl)pyrazolo[1,5-c]quinazolin-5(6H)-one] is refluxed with 250 ml of glacial acetic acid for 20 hours under nitrogen. The solution is cooled and stripped to a solid residue which is dissolved in a mixture of ethyl acetate-absolute ethanol. The volume of solution is reduced and the concentrated solution set aside at 5°. The precipitate is filtered off to give 3.5 g of product. Recrystallization from ethyl acetate-absolute ethanol g... The reactants are ClC(C)Cl (dichloroethane), [O-]S(=O)[O-] (sulfuric anhydride), CN(C=O)C (dimethyl formamide). Product: CN(C=O)C.S(=O)(=O)=O (dimethyl formamide sulfur trioxide). RXN SMILES: ClC(Cl)C.[O-:5][S:6]([O-:8])=[O:7].[CH3:9][N:10]([CH3:13])[CH:11]=[O:12]>>[CH3:9][N:10]([CH3:13])[CH:11]=[O:12].[S:6](=[O:8])(=[O:7])=[O:5] |f:3.4|. Procedure details: 8.8 g of dimethyl formamide was admixed with 100 ml of dichloroethane and 8.0 g of sulfuric anhydride was added dropwise to the mixture at 15° C to give white needle-like crystals of dimethyl formamidesulfur trioxide complex in stoichometrical amount. Starting materials: ClC(Cl)Cl, [NH4+], [OH-], Cc1cc(O)c(C#N)c(=O)[nH]1, O=P(Cl)(Cl)Cl. Product: Cc1cc(Cl)c(C#N)c(=O)[nH]1. Reaction SMILES: [Cl:19][CH:20]([Cl:21])[Cl:22].[NH4+:18].[OH-:17].[OH:6][c:7]1[c:8]([C:15]#[N:16])[c:9](=[O:14])[nH:10][c:11]([CH3:13])[cH:12]1.[P:1]([Cl:2])([Cl:3])([Cl:4])=[O:5]>>[Cl:3][c:7]1[c:8]([C:15]#[N:16])[c:9](=[O:14])[nH:10][c:11]([CH3:13])[cH:12]1. Reactants: C(C)(=O)OCC.CCCCCC (ethyl acetate hexane), C(CCCCCCCC)OC1=C(C=O)C=CC=C1 (2-(nonyloxy)benzaldehyde), [OH-].[Na+] (sodium hydroxide). Solvent: [Cl-].[Na+].O (Brine). The product is C(CCCCCCCC)OC1=C(C=CC=C1)C=CC(C)=O (4-(2-nonyloxyphenyl)-3-butene-2-one). Reaction SMILES: [CH2:1]([O:10][C:11]1[CH:18]=[CH:17][CH:16]=[CH:15][C:12]=1[CH:13]=O)[CH2:2][CH2:3][CH2:4][CH2:5][CH2:6][CH2:7][CH2:8][CH3:9].[OH-].[Na+].C([O:24][CH2:25][CH3:26])(=O)C.[CH3:27]CCCCC>[Cl-].[Na+].O>[CH2:1]([O:10][C:11]1[CH:18]=[CH:17][CH:16]=[CH:15][C:12]=1[CH:13]=[CH:27][C:25](=[O:24])[CH3:26])[CH2:2][CH2:3][CH2:4][CH2:5][CH2:6][CH2:7][CH2:8][CH3:9] |f:1.2,3.4,5.6.7|. Procedure details: 2-(nonyloxy)benzaldehyde (62 dissolved in acetone 500 mL) was treated with aqueous sodium hydroxide (100 mL, 1M) at room temperature for 18 h. Brine and ethyl acetate/hexane (1:1 parts by volume) was then added. Concentration of the organic phase followed by crystallization from hexane gave 4-(2-nonyloxyphenyl)-3-butene-2-one (53 g). The reactants are [H-].[Na+] (sodium hydride), [Cl-].[NH4+] (ammonium chloride), FC(C(C)O)(F)F (1,1,1-trifluoro-2-propanol), ClC=1C(=NC=C(C1Cl)Cl)C#N (3,4,5-trichloropyridine-2-carbonitrile). The solvent is O1CCCC1 (tetrahydrofuran). Reaction conditions: time 10 minute. Yields the product ClC=1C(=NC=C(C1OC(C(F)(F)F)C)Cl)C#N (3,5-dichloro-4-(2,2,2-trifluoro-1-methylethoxy)pyridine-2-carbonitrile). Yield: 97.5%. As a reaction SMILES: [H-].[Na+].[F:3][C:4]([F:9])([F:8])[CH:5]([OH:7])[CH3:6].[Cl:10][C:11]1[C:12]([C:19]#[N:20])=[N:13][CH:14]=[C:15]([Cl:18])[C:16]=1Cl.[Cl-].[NH4+]>O1CCCC1>[Cl:10][C:11]1[C:12]([C:19]#[N:20])=[N:13][CH:14]=[C:15]([Cl:18])[C:16]=1[O:7][CH:5]([CH3:6])[C:4]([F:9])([F:8])[F:3] |f:0.1,4.5|. Procedure details: Into 5 ml of tetrahydrofuran was suspended 0.12 g of sodium hydride (60% oily), and 0.3 g of 1,1,1-trifluoro-2-propanol was added at 10° C. After stirring for 10 minutes, 0.5 g of 3,4,5-trichloropyridine-2-carbonitrile was added, the mixture was stirred for 1 hour, and the reaction solution was poured into an aqueous saturated ammonium chloride solution, followed by extraction with tert-butyl=methyl=ether three times. The organic layers were combined, washed with an aqueous saturated sodium chlo... The reactants are CC(=O)NN, CCOC(C)=O, [Na+], O=C([O-])O, C1COCCO1, O, O=C(Cl)c1cccs1. The product is CC(=O)NNC(=O)c1cccs1. RXN SMILES: [C:1]([CH3:2])(=[O:3])[NH:4][NH2:5].[CH3:25][CH2:26][O:27][C:28]([CH3:29])=[O:30].[Na+:10].[O-:6][C:7]([OH:8])=[O:9].[O:11]1[CH2:12][CH2:13][O:14][CH2:15][CH2:16]1.[OH2:31].[s:17]1[c:18]([C:22](=[O:23])[Cl:24])[cH:19][cH:20][cH:21]1>>[C:1]([CH3:2])(=[O:3])[NH:4][NH:5][C:22]([c:18]1[s:17][cH:21][cH:20][cH:19]1)=[O:23]. Reactants: CCO, CNCCc1ccccc1, Cl, Cl, O=N[O-], [Na+], O. Product: CN(CCc1ccccc1)N=O. As a reaction SMILES: [CH3:12][CH2:13][OH:14].[CH3:2][NH:3][CH2:4][CH2:5][c:6]1[cH:7][cH:8][cH:9][cH:10][cH:11]1.[ClH:15].[ClH:1].[N:16](=[O:17])[O-:18].[Na+:19].[OH2:20]>>[CH3:2][N:3]([CH2:4][CH2:5][c:6]1[cH:7][cH:8][cH:9][cH:10][cH:11]1)[N:16]=[O:17].